This data is from the Open Reaction Database (ORD), a public repository of structured organic reaction records. The task is: describe an organic reaction: reactants, conditions, products, and yield The reactants are COc1ccccc1N, COC(=O)C=Cc1cccc(S(=O)(=O)Cl)c1, [Na+], O=C([O-])O, C1COCCO1, O. Yields the product COC(=O)C=Cc1cccc(S(=O)(=O)Nc2ccccc2OC)c1. Reaction SMILES: [CH3:17][O:18][c:19]1[c:20]([NH2:25])[cH:21][cH:22][cH:23][cH:24]1.[CH3:1][O:2][C:3]([CH:4]=[CH:5][c:6]1[cH:7][c:8]([S:12](=[O:13])(=[O:14])[Cl:15])[cH:9][cH:10][cH:11]1)=[O:16].[Na+:30].[O-:26][C:27]([OH:28])=[O:29].[O:31]1[CH2:32][CH2:33][O:34][CH2:35][CH2:36]1.[OH2:37]>>[CH3:1][O:2][C:3]([CH:4]=[CH:5][c:6]1[cH:7][c:8]([S:12](=[O:13])(=[O:14])[NH:25][c:20]2[c:19]([O:18][CH3:17])[cH:24][cH:23][cH:22][cH:21]2)[cH:9][cH:10][cH:11]1)=[O:16]. Reactants: C(C1=CC=CC=C1)N1CCC(CC1)NC(C1=C(C=C(C(=C1)[N+](=O)[O-])NC(C)=O)OC(C)=O)=O (N-(1-benzylpiperid-4-yl)-2-acetoxy-4-acetamido-5-nitrobenzamide), Cl (hydrogen chloride), Cl (hydrochloric acid), C([O-])(O)=O.[Na+] (sodium bicarbonate). Run in O (water), C(C)O (ethanol), C(C)O (ethanol), O (water). Yields the product Cl.C(C1=CC=CC=C1)N1CCC(CC1)NC(C1=C(C=C(C(=C1)[N+](=O)[O-])N)O)=O (N-(1-benzylpiperid-4-yl)-2-hydroxy-4-amino-5-nitrobenzamide hydrochloride). As a reaction SMILES: [CH2:1]([N:8]1[CH2:13][CH2:12][CH:11]([NH:14][C:15](=[O:33])[C:16]2[CH:21]=[C:20]([N+:22]([O-:24])=[O:23])[C:19]([NH:25]C(=O)C)=[CH:18][C:17]=2[O:29]C(=O)C)[CH2:10][CH2:9]1)[C:2]1[CH:7]=[CH:6][CH:5]=[CH:4][CH:3]=1.[ClH:34].C(=O)(O)[O-].[Na+]>C(O)C.O>[ClH:34].[CH2:1]([N:8]1[CH2:9][CH2:10][CH:11]([NH:14][C:15](=[O:33])[C:16]2[CH:21]=[C:20]([N+:22]([O-:24])=[O:23])[C:19]([NH2:25])=[CH:18][C:17]=2[OH:29])[CH2:12][CH2:13]1)[C:2]1[CH:3]=[CH:4][CH:5]=[CH:6][CH:7]=1 |f:2.3,6.7|. Procedure: A suspension of N-(1-benzylpiperid-4-yl)-2-acetoxy-4-acetamido-5-nitrobenzamide (4.5 g; 0.01 mol) [prepared by the procedure described in Example 1] in ethanol (25 ml), concentrated hydrochloric acid (4.5 ml) and water (50 ml) was boiled under reflux for 2 hours. The mixture was diluted with water, made alkaline with sodium bicarbonate and extracted with chloroform. The organic solution was dried (Na2SO4), the solvent removed in vacuo and the residue triturated with diethyl ether to give a solid... RXN SMILES: [C:1]([c:2]1[cH:3][cH:4][cH:5][cH:6][cH:7]1)(=[O:8])[NH:9][c:10]1[c:11]([C:19]#[N:20])[cH:12][c:13]([N+:16]([O-:17])=[O:18])[cH:14][cH:15]1.[CH3:25][CH2:26][O:27][C:28](=[O:29])[CH3:30].[NH3:24].[Sn:21]([Cl:22])[Cl:23]>>[C:1]([c:2]1[cH:3][cH:4][cH:5][cH:6][cH:7]1)(=[O:8])[NH:9][c:10]1[c:11]([C:19]#[N:20])[cH:12][c:13]([NH2:16])[cH:14][cH:15]1. The product is N#Cc1cc(N)ccc1NC(=O)c1ccccc1. Starting materials: N#Cc1cc([N+](=O)[O-])ccc1NC(=O)c1ccccc1, CCOC(C)=O, N, Cl[Sn]Cl. The reactants are N1C=NC=C1 (imidazole), C(C)(C)[Si](C(C)C)(C(C)C)Cl (triisopropylsilyl chloride), CC=1C=C2C(CCOC2=C(C1O)C)=O (6,8-dimethyl-7-hydroxychroman-4-one). The solvent is CN(C=O)C (dimethylformamide), O (water). Conditions: time 8 hour. The product is CC=1C=C2C(CCOC2=C(C1O[Si](C(C)C)(C(C)C)C(C)C)C)=O (6,8-Dimethyl-7-triisopropylsilyioxychroman-4-one). Reaction SMILES: [CH3:1][C:2]1[CH:3]=[C:4]2[C:9](=[C:10]([CH3:13])[C:11]=1[OH:12])[O:8][CH2:7][CH2:6][C:5]2=[O:14].N1C=CN=C1.[CH:20]([Si:23](Cl)([CH:27]([CH3:29])[CH3:28])[CH:24]([CH3:26])[CH3:25])([CH3:22])[CH3:21]>CN(C)C=O.O>[CH3:1][C:2]1[CH:3]=[C:4]2[C:9](=[C:10]([CH3:13])[C:11]=1[O:12][Si:23]([CH:27]([CH3:29])[CH3:28])([CH:24]([CH3:26])[CH3:25])[CH:20]([CH3:22])[CH3:21])[O:8][CH2:7][CH2:6][C:5]2=[O:14]. Procedure details: A mixture of 6,8-dimethyl-7-hydroxychroman-4-one (the compound of Preparation 26, 0.50 g, 2.60 mmol), imidazole (0.35 g, 5.14 mmol), and triisopropylsilyl chloride (0.61 mL, 2.85 mmol) in dimethylformamide (10 mL) was stirred at ambient temperature overnight. The reaction was diluted with water and extracted with ether (2×). The combined organic phase was washed with 1N lithium chloride (2×) and brine, dried over magnesium sulfate and concentrated. The residue was flash chromatographed on silica... The product is C(C1=CC=CC=C1)(=O)C=1C=C(COC2CN(CCC2C2=CC=C(C=C2)F)C(=O)OC(C)(C)C)C=CC1 (tert-butyl (3RS,4RS)-3-(3-benzoyl-benzyloxy)-4-(4-fluoro-phenyl)-piperidine-1-carboxylate). Procedure details: (jj) In an analogous manner to that described in Example 1 (g), by alkylating tert-butyl (3RS,4RS)-4-(4-fluoro-phenyl)-3-hydroxy-piperidine-1-carboxylate [Example 3 (b)] with (3-bromomethyl-phenyl)-phenyl-methanone [J.Med.Chem. 1984, 27 (12), 1682-1690] there was obtained tert-butyl (3RS,4RS)-3-(3-benzoyl-benzyloxy)-4-(4-fluoro-phenyl)-piperidine-1-carboxylate as a yellowish liquid; MS: 490 (M+H)+. As a reaction SMILES: [F:1][C:2]1[CH:7]=[CH:6][C:5]([CH:8]2[CH2:13][CH2:12][N:11]([C:14]([O:16][C:17]([CH3:20])([CH3:19])[CH3:18])=[O:15])[CH2:10][CH:9]2[OH:21])=[CH:4][CH:3]=1.Br[CH2:23][C:24]1[CH:25]=[C:26]([C:30]([C:32]2[CH:37]=[CH:36][CH:35]=[CH:34][CH:33]=2)=[O:31])[CH:27]=[CH:28][CH:29]=1>>[C:30]([C:26]1[CH:25]=[C:24]([CH:29]=[CH:28][CH:27]=1)[CH2:23][O:21][CH:9]1[CH:8]([C:5]2[CH:4]=[CH:3][C:2]([F:1])=[CH:7][CH:6]=2)[CH2:13][CH2:12][N:11]([C:14]([O:16][C:17]([CH3:18])([CH3:20])[CH3:19])=[O:15])[CH2:10]1)(=[O:31])[C:32]1[CH:33]=[CH:34][CH:35]=[CH:36][CH:37]=1. Reactants: Example 1 ( g ), BrCC=1C=C(C=CC1)C(=O)C1=CC=CC=C1 ((3-bromomethyl-phenyl)-phenyl-methanone), FC1=CC=C(C=C1)C1C(CN(CC1)C(=O)OC(C)(C)C)O (tert-butyl (3RS,4RS)-4-(4-fluoro-phenyl)-3-hydroxy-piperidine-1-carboxylate), Example 3 ( b ). The reactants are CCN=C=NCCCN(C)C (WSC), N([C@@H]([C@H](OCC1=CC=CC=C1)C)C(=O)O)C(=O)OC(C)(C)C (BOC-Thr(Bzl)-OH), N1[C@H](C(=O)N)CCC1.Cl (H-Pro-NH2.HCl), C=1C=CC2=C(C1)N=NN2O (HOBT). Run in C1CCOC1 (THF). Conditions: temperature -5 celsius, time 1 hour. Product: C[C@H]([C@@H](C(=O)O)NC(=O)OC(C)(C)C)OCC1=CC=CC=C1.N1[C@H](C(=O)N)CCC1 (BOC-Thr-(Bzl) Pro-NH2). Isolated yield 61.4%. Reaction SMILES: [NH:1]([C:16]([O:18][C:19]([CH3:22])([CH3:21])[CH3:20])=[O:17])[C@H:2]([C:13]([OH:15])=[O:14])[C@@H:3]([CH3:12])[O:4][CH2:5][C:6]1[CH:11]=[CH:10][CH:9]=[CH:8][CH:7]=1.[NH:23]1[CH2:30][CH2:29][CH2:28][C@H:24]1[C:25]([NH2:27])=[O:26].Cl.C1C=CC2N(O)N=NC=2C=1.CCN=C=NCCCN(C)C>C1COCC1>[CH3:12][C@@H:3]([O:4][CH2:5][C:6]1[CH:7]=[CH:8][CH:9]=[CH:10][CH:11]=1)[C@H:2]([NH:1][C:16]([O:18][C:19]([CH3:21])([CH3:22])[CH3:20])=[O:17])[C:13]([OH:15])=[O:14].[NH:23]1[CH2:30][CH2:29][CH2:28][C@H:24]1[C:25]([NH2:27])=[O:26] |f:1.2,6.7|. Reported procedure: BOC-Thr(Bzl)-OH (67.7 g.), H-Pro-NH2.HCl (33.0 g.) and HOBT (29.6 g.) were added in THF (220 ml.). WSC (40.0 ml.) was added thereto under cooling at -5° C., stirred for 1 hour at -5° C. and then overnight at room temperature. The reaction mixture was concentrated in vacuo and ethyl acetate (800 ml.) was added to the residue, which is then washed twice with 1 N HCl (400 ml.) and twice with 5% sodium bicarbonate solution (300 ml.) and water. After dehydration by anhydrous magnesium sulfate, the or... Solvent: C1CCOC1 (THF). Starting materials: C(=S)(C=1NC=CN1)C=1NC=CN1 (thiocarbonyl diimidazole), O(C1=CC=CC=C1)C1=C(N)C=CC=C1 (2-phenoxyaniline). Yields the product O(C1=CC=CC=C1)C1=C(C=CC=C1)N=C=S (2-Phenoxyphenyl isothiocyanate). Procedure: 1.96 g (0.011 mol) of thiocarbonyl diimidazole were added to a solution of 1.85 g (0.01 mol) of 2-phenoxyaniline in 50 ml of THF and the mixture was stirred at room temperature for 4 hours, giving, after removal of the solvent by distillation, the compound as a brown amorphous product. Conditions: time 4 hour. As a reaction SMILES: [C:1](C1NC=CN=1)(C1NC=CN=1)=[S:2].[O:13]([C:20]1[CH:26]=[CH:25][CH:24]=[CH:23][C:21]=1[NH2:22])[C:14]1[CH:19]=[CH:18][CH:17]=[CH:16][CH:15]=1>C1COCC1>[O:13]([C:20]1[CH:26]=[CH:25][CH:24]=[CH:23][C:21]=1[N:22]=[C:1]=[S:2])[C:14]1[CH:15]=[CH:16][CH:17]=[CH:18][CH:19]=1. The reactants are O=C([O-])[O-], CNC, CN(C)C=O, Cl, Cc1c(F)c(NCCCOS(C)(=O)=O)c2c(=O)cc(-c3ccc(NC(=O)C(C)(C)C)c(F)c3)oc2c1F, [K+], [K+], O. The product is Cc1c(F)c(NCCCN(C)C)c2c(=O)cc(-c3ccc(NC(=O)C(C)(C)C)c(F)c3)oc2c1F. As a reaction SMILES: [C:42](=[O:43])([O-:44])[O-:45].[CH3:39][NH:40][CH3:41].[CH3:49][N:50]([CH3:51])[CH:52]=[O:53].[ClH:38].[F:1][c:2]1[c:3]([CH3:37])[c:4]([F:36])[c:5]2[c:6]([c:7](=[O:25])[cH:8][c:9](-[c:11]3[cH:12][c:13]([F:24])[c:14]([NH:17][C:18]([C:19]([CH3:20])([CH3:21])[CH3:22])=[O:23])[cH:15][cH:16]3)[o:10]2)[c:26]1[NH:27][CH2:28][CH2:29][CH2:30][O:31][S:32]([CH3:33])(=[O:34])=[O:35].[K+:46].[K+:47].[OH2:48]>>[F:1][c:2]1[c:3]([CH3:37])[c:4]([F:36])[c:5]2[c:6]([c:7](=[O:25])[cH:8][c:9](-[c:11]3[cH:12][c:13]([F:24])[c:14]([NH:17][C:18]([C:19]([CH3:20])([CH3:21])[CH3:22])=[O:23])[cH:15][cH:16]3)[o:10]2)[c:26]1[NH:27][CH2:28][CH2:29][CH2:30][N:40]([CH3:39])[CH3:41]. The reactants are COC(=O)C1(CN(CC1C1=CC=C(C=C1)Cl)CC1=CC=CC=C1)C (rac-(3R,4R)-1-Benzyl-4-(4-chloro-phenyl)-3-methyl-pyrrolidine-3-carboxylic acid methyl ester), O[Li].O (LiOH.H2O). The solvent is C1CCOC1 (THF), O (water), CO (methanol). The product is C(C1=CC=CC=C1)N1CC(C(C1)C1=CC=C(C=C1)Cl)(C(=O)O)C (rac-(3R,4R)-1-Benzyl-4-(4-chloro-phenyl)-3-methyl-pyrrolidine-3-carboxylic acid). Yield: 97.5%. RXN SMILES: C[O:2][C:3]([C:5]1([CH3:24])[CH:9]([C:10]2[CH:15]=[CH:14][C:13]([Cl:16])=[CH:12][CH:11]=2)[CH2:8][N:7]([CH2:17][C:18]2[CH:23]=[CH:22][CH:21]=[CH:20][CH:19]=2)[CH2:6]1)=[O:4].O[Li].O>C1COCC1.O.CO>[CH2:17]([N:7]1[CH2:8][CH:9]([C:10]2[CH:11]=[CH:12][C:13]([Cl:16])=[CH:14][CH:15]=2)[C:5]([CH3:24])([C:3]([OH:4])=[O:2])[CH2:6]1)[C:18]1[CH:19]=[CH:20][CH:21]=[CH:22][CH:23]=1 |f:1.2|. Procedure: A mixture of 7.7 g (22.4 mmol) rac-(3R,4R)-1-Benzyl-4-(4-chloro-phenyl)-3-methyl-pyrrolidine-3-carboxylic acid methyl ester and 1.41 g (22.4 mmol) LiOH.H2O in 80 mL THF, 80 mL water and 8 mL methanol was heated to reflux over night. The organic solvents were removed under vacuum and the pH was adjusted to 4-5 by addition of HCl aq. (1N). The mixture was extracted with ethyl acetate/THF (2:1) and the combined organic layers were washed with brine, dried with Na2SO4, filtered off and evaporated to... Starting materials: CC(C)(CO)CCl, ClCc1cccc(Oc2ccccc2)n1, [H-], [Na+], CN(C)C=O. Yields the product CC(C)(CCl)COCc1cccc(Oc2ccccc2)n1. Reaction SMILES: [Cl:18][CH2:19][C:20]([CH2:21][OH:22])([CH3:23])[CH3:24].[Cl:3][CH2:4][c:5]1[n:6][c:7]([O:11][c:12]2[cH:13][cH:14][cH:15][cH:16][cH:17]2)[cH:8][cH:9][cH:10]1.[H-:1].[Na+:2].[O:25]=[CH:26][N:27]([CH3:28])[CH3:29]>>[CH2:4]([c:5]1[n:6][c:7]([O:11][c:12]2[cH:13][cH:14][cH:15][cH:16][cH:17]2)[cH:8][cH:9][cH:10]1)[O:22][CH2:21][C:20]([CH2:19][Cl:18])([CH3:23])[CH3:24].